describe an organic reaction: reactants, conditions, products, and yield From a dataset of the Open Reaction Database (ORD), a public repository of structured organic reaction records. The reactants are C1COCCO1, Cl, CSC1CN(C(=O)OCC2c3ccccc3-c3ccccc32)C2C(O)COC12. Yields the product CSC1CNC2C(O)COC12. RXN SMILES: [CH2:30]1[O:31][CH2:32][CH2:33][O:34][CH2:35]1.[ClH:29].[OH:1][CH:2]1[CH2:3][O:4][CH:5]2[CH:6]1[N:7]([C:12]([O:13][CH2:14][CH:15]1[c:16]3[cH:17][cH:18][cH:19][cH:20][c:21]3-[c:22]3[c:23]1[cH:24][cH:25][cH:26][cH:27]3)=[O:28])[CH2:8][CH:9]2[S:10][CH3:11]>>[OH:1][CH:2]1[CH2:3][O:4][CH:5]2[CH:6]1[NH:7][CH2:8][CH:9]2[S:10][CH3:11].